Dataset: the Open Reaction Database (ORD), a public repository of structured organic reaction records. Task: describe an organic reaction: reactants, conditions, products, and yield The reactants are CCc1cc(C(=O)O)ccc1Br, C1COCCO1, CCO, CC(NCCOc1ccc(B2OC(C)(C)C(C)(C)O2)cc1)C(O)c1ccc(O)cc1, [Cs+], [F-], O, c1ccc(P(c2ccccc2)(c2ccccc2)[Pd](P(c2ccccc2)(c2ccccc2)c2ccccc2)(P(c2ccccc2)(c2ccccc2)c2ccccc2)P(c2ccccc2)(c2ccccc2)c2ccccc2)cc1. Yields the product CCc1cc(C(=O)O)ccc1-c1ccc(OCCNC(C)C(O)c2ccc(O)cc2)cc1. As a reaction SMILES: [Br:31][c:32]1[c:33]([CH2:41][CH3:42])[cH:34][c:35]([C:36](=[O:37])[OH:38])[cH:39][cH:40]1.[CH2:45]1[O:46][CH2:47][CH2:48][O:49][CH2:50]1.[CH3:129][CH2:130][OH:131].[CH3:1][C:2]1([CH3:3])[C:4]([CH3:5])([CH3:6])[O:7][B:8]([c:9]2[cH:10][cH:11][c:12]([O:13][CH2:14][CH2:15][NH:16][CH:17]([CH:18]([OH:19])[c:20]3[cH:21][cH:22][c:23]([OH:26])[cH:24][cH:25]3)[CH3:27])[cH:28][cH:29]2)[O:30]1.[Cs+:44].[F-:43].[OH2:128].[cH:51]1[cH:52][cH:53][c:54]([P:55]([Pd:56]([P:57]([c:58]2[cH:59][cH:60][cH:61][cH:62][cH:63]2)([c:64]2[cH:65][cH:66][cH:67][cH:68][cH:69]2)[c:70]2[cH:71][cH:72][cH:73][cH:74][cH:75]2)([P:76]([c:77]2[cH:78][cH:79][cH:80][cH:81][cH:82]2)([c:83]2[cH:84][cH:85][cH:86][cH:87][cH:88]2)[c:89]2[cH:90][cH:91][cH:92][cH:93][cH:94]2)[P:95]([c:96]2[cH:97][cH:98][cH:99][cH:100][cH:101]2)([c:102]2[cH:103][cH:104][cH:105][cH:106][cH:107]2)[c:108]2[cH:109][cH:110][cH:111][cH:112][cH:113]2)([c:114]2[cH:115][cH:116][cH:117][cH:118][cH:119]2)[c:120]2[cH:121][cH:122][cH:123][cH:124][cH:125]2)[cH:126][cH:127]1>>[c:9]1(-[c:32]2[c:33]([CH2:41][CH3:42])[cH:34][c:35]([C:36](=[O:37])[OH:38])[cH:39][cH:40]2)[cH:10][cH:11][c:12]([O:13][CH2:14][CH2:15][NH:16][CH:17]([CH:18]([OH:19])[c:20]2[cH:21][cH:22][c:23]([OH:26])[cH:24][cH:25]2)[CH3:27])[cH:28][cH:29]1. The reactants are CC(CN1C=NC=2C=NC=3C=CC=CC3C21)(CC2(OCCO2)C)C (1-[2,2-dimethyl-3-(2-methyl[1,3]dioxolan-2-yl)propyl]-1H-imidazo[4,5-c]quinoline), C1=CC(=CC(=C1)Cl)C(=O)OO (m-CPBA). The product is CC(CN1C=NC=2C=[N+](C=3C=CC=CC3C21)[O-])(CC2(OCCO2)C)C (1-[2,2-dimethyl-3-(2-methyl-[1,3]dioxolan-2-yl)propyl]-5-oxido-1H-imidazo[4,5-c]quinoline). Reaction SMILES: [CH3:1][C:2]([CH3:24])([CH2:17][C:18]1([CH3:23])[O:22][CH2:21][CH2:20][O:19]1)[CH2:3][N:4]1[C:16]2[C:15]3[CH:14]=[CH:13][CH:12]=[CH:11][C:10]=3[N:9]=[CH:8][C:7]=2[N:6]=[CH:5]1.C1C=C(Cl)C=C(C(OO)=[O:33])C=1>>[CH3:1][C:2]([CH3:24])([CH2:17][C:18]1([CH3:23])[O:22][CH2:21][CH2:20][O:19]1)[CH2:3][N:4]1[C:16]2[C:15]3[CH:14]=[CH:13][CH:12]=[CH:11][C:10]=3[N+:9]([O-:33])=[CH:8][C:7]=2[N:6]=[CH:5]1. Procedure details: The general method described in Steps 9 and 10 of Example 1 was used to aminate 1-[2,2-dimethyl-3-(2-methyl[1,3]dioxolan-2-yl)propyl]-1H-imidazo[4,5-c]quinoline (8.8 g, 27 mmol) by reaction with m-CPBA (11.8 g) to provide 1-[2,2-dimethyl-3-(2-methyl-[1,3]dioxolan-2-yl)propyl]-5-oxido-1H-imidazo[4,5-c]quinoline followed by reaction with p-toluenesulfonyl chloride (9.1 g, 48 mmol) and ammonium hydroxide solution (100 mL) to provide 1-[2,2-dimethyl-3-(2-methyl[1,3]dioxolan-2-yl)propyl]-1H-imidazo[4... The reactants are CN1CCCC2CC(CC12)(P(O)(=O)O)P(O)(=O)O (Octahydro-1-methyl-1-pyrindine-6,6-diphosphonic acid), C (charcoal), C(C)(=O)SCCBr (2-acetylthioethyl bromide). The solvent is O (water), CS(=O)C (DMSO). Yields the product [Br-].P(=O)(O)(O)C1(CC2CCC[N+](C2C1)(C)CCSC(C)=O)P(=O)(O)O (Octahydro-6,6-diphosphono-1-(2-acetylthioethyl)-1-methyl-1-pyrindinium bromide). As a reaction SMILES: [CH3:1][N:2]1[CH:10]2[CH:6]([CH2:7][C:8]([P:15]([OH:18])(=[O:17])[OH:16])([P:11]([OH:14])(=[O:13])[OH:12])[CH2:9]2)[CH2:5][CH2:4][CH2:3]1.[C:19]([S:22][CH2:23][CH2:24][Br:25])(=[O:21])[CH3:20].C>O.CS(C)=O>[Br-:25].[P:11]([C:8]1([P:15]([OH:16])([OH:18])=[O:17])[CH2:9][CH:10]2[CH:6]([CH2:5][CH2:4][CH2:3][N+:2]2([CH2:24][CH2:23][S:22][C:19](=[O:21])[CH3:20])[CH3:1])[CH2:7]1)([OH:12])([OH:14])=[O:13] |f:5.6|. Reported procedure: Octahydro-1-methyl-1-pyrindine-6,6-diphosphonic acid (0.12 mmol) is dissolved in a mixture of water (25 ml) and DMSO (5 ml). To this is added 2-acetylthioethyl bromide (0.60 mmol) and the reaction mixture is heated at 60° for 24 hours. The reaction mixture is cooled, treated with charcoal, filtered and concentrated under reduced pressure. The crude residue is triturated with diethylether and the product can be obtained by recrystallizing the solid residue in water and isopropanol. Reactants: C(#N)[BH3-].[Na+] (sodium cyanoborohydride), Cl.C(C1=CC=CC=C1)OC([C@@H](N)CO)=O (L-serine-benzyl ester-HCl), C(C1=CC=CC=C1)=O (benzaldehyde), C(C)(=O)[O-].[Na+] (sodium acetate). Solvent: CO (methanol). Conditions: time 15 hour. Product: C(C1=CC=CC=C1)OC([C@@H](NCC1=CC=CC=C1)CO)=O (N-benzyl-serine Benzyl Ester). Yield: 81.0%. Reaction SMILES: Cl.[CH2:2]([O:9][C:10](=[O:15])[C@H:11]([CH2:13][OH:14])[NH2:12])[C:3]1[CH:8]=[CH:7][CH:6]=[CH:5][CH:4]=1.[CH:16](=O)[C:17]1[CH:22]=[CH:21][CH:20]=[CH:19][CH:18]=1.C([O-])(=O)C.[Na+].C([BH3-])#N.[Na+]>CO>[CH2:2]([O:9][C:10](=[O:15])[C@H:11]([CH2:13][OH:14])[NH:12][CH2:16][C:17]1[CH:22]=[CH:21][CH:20]=[CH:19][CH:18]=1)[C:3]1[CH:8]=[CH:7][CH:6]=[CH:5][CH:4]=1 |f:0.1,3.4,5.6|. Procedure: To a mixture of L-serine-benzyl ester-HCl (2.3 g), benzaldehyde(1.05 eq.) and sodium acetate (1 eq.) in methanol was added sodium cyanoborohydride (1.0 eq.). The resulting mixture was stirred at ambient temperature for 15 hrs, then partitioned into ether and aqueous saturated sodium bicarbonate. The separated organic phase was extracted with 1M HCl (3×). Combined aqueous extracts were washed with ether, basified with aqueous 4.5M K2CO3 and extracted with ether. Combined organic extracts were was... Starting materials: ClC1=C(C(=CC=C1F)Cl)[C@@H](C)OC=1C(=NC=C(C1)B1OC(C(O1)(C)C)(C)C)N (3-[(R)-1-(2,6-dichloro-3-fluoro-phenyl)-ethoxy]-5-(4,4,5,5-tetramethyl-[1,3,2]dioxaborolan-2-yl)-pyridin-2-ylamine), BrC=1C=NN(C1)C1CCN(CC1)C (4-(4-bromo-pyrazol-1-yl)-1-methyl-piperidine), c-Met. The product is ClC1=C(C(=CC=C1F)Cl)[C@@H](C)OC=1C(=NC=C(C1)C=1C=NN(C1)C1CCN(CC1)C)N (3-[(R)-1-(2,6-Dichloro-3-fluoro-phenyl)-ethoxy]-5-[1-(1-methyl-piperidin-4-yl)-1H-pyrazol-4-yl]-pyridin-2-ylamine). As a reaction SMILES: [Cl:1][C:2]1[C:7]([F:8])=[CH:6][CH:5]=[C:4]([Cl:9])[C:3]=1[C@H:10]([O:12][C:13]1[C:14]([NH2:28])=[N:15][CH:16]=[C:17](B2OC(C)(C)C(C)(C)O2)[CH:18]=1)[CH3:11].Br[C:30]1[CH:31]=[N:32][N:33]([CH:35]2[CH2:40][CH2:39][N:38]([CH3:41])[CH2:37][CH2:36]2)[CH:34]=1>>[Cl:1][C:2]1[C:7]([F:8])=[CH:6][CH:5]=[C:4]([Cl:9])[C:3]=1[C@H:10]([O:12][C:13]1[C:14]([NH2:28])=[N:15][CH:16]=[C:17]([C:30]2[CH:31]=[N:32][N:33]([CH:35]3[CH2:40][CH2:39][N:38]([CH3:41])[CH2:37][CH2:36]3)[CH:34]=2)[CH:18]=1)[CH3:11]. Procedure details: The title compound was prepared according to procedure 62 using 3-[(R)-1-(2,6-dichloro-3-fluoro-phenyl)-ethoxy]-5-(4,4,5,5-tetramethyl-[1,3,2]dioxaborolan-2-yl)-pyridin-2-ylamine and 4-(4-bromo-pyrazol-1-yl)-1-methyl-piperidine (prepared according to general procedure 11. 1H NMR (400 MHz, CDCl3) δ 7.65 (s, 1H), 7.55 (s, 1H), 7.50 (s, 1H), 7.31 (m, 1H), 7.06 (m, 1H), 6.87 (s, 1H), 6.08 (m, 1H), 5.50 (bs, 2H), 4.18 (m, 1H), 3.11 (m, 2H), 2.40 (s, 3H), 2.30 (m, 2H), 2.20 (m, 4H), 2.07 (s, 3H), 1.86... Starting materials: FC(C(C(OC(C(OC(COCCCCl)(F)F)(F)F)(F)F)(F)F)(F)F)(C(F)(F)F)F (3-(2-(2-(nonafluorobutoxy)tetrafluoroethoxy)-2,2-difluoroethoxy)propyl chloride), C(CCCC)OC=1C=NC(=NC1)C1=CC=C(C=C1)O (5-pentoxy-2-(4-hydroxyphenyl)pyrimidine). The product is C(CCCC)OC=1C=NC(=NC1)C1=CC=C(C=C1)OCCCOCC(F)(F)OC(C(OC(C(C(C(F)(F)F)(F)F)(F)F)(F)F)(F)F)(F)F (5-Pentoxy-2-[4-(3-(2-(2-(nonafluorobutoxy)tetrafluoroethoxy)-2,2-difluoroethoxy)propoxy)phenyl]pyrimidine). RXN SMILES: [F:1][C:2]([F:30])([C:26]([F:29])([F:28])[F:27])[C:3]([F:25])([F:24])[C:4]([F:23])([F:22])[O:5][C:6]([F:21])([F:20])[C:7]([F:19])([F:18])[O:8][C:9]([F:17])([F:16])[CH2:10][O:11][CH2:12][CH2:13][CH2:14]Cl.[CH2:31]([O:36][C:37]1[CH:38]=[N:39][C:40]([C:43]2[CH:48]=[CH:47][C:46]([OH:49])=[CH:45][CH:44]=2)=[N:41][CH:42]=1)[CH2:32][CH2:33][CH2:34][CH3:35]>>[CH2:31]([O:36][C:37]1[CH:42]=[N:41][C:40]([C:43]2[CH:44]=[CH:45][C:46]([O:49][CH2:14][CH2:13][CH2:12][O:11][CH2:10][C:9]([O:8][C:7]([F:19])([F:18])[C:6]([F:21])([F:20])[O:5][C:4]([F:23])([F:22])[C:3]([F:25])([F:24])[C:2]([F:30])([F:1])[C:26]([F:29])([F:28])[F:27])([F:17])[F:16])=[CH:47][CH:48]=2)=[N:39][CH:38]=1)[CH2:32][CH2:33][CH2:34][CH3:35]. Procedure details: The title compound was prepared essentially as in Example 1 by combining 3-(2-(2-(nonafluorobutoxy)tetrafluoroethoxy)-2,2-difluoroethoxy)propyl chloride (5.17 g of 95% purity, 8.4 mmol) with 5-pentoxy-2-(4-hydroxyphenyl)pyrimidine (2.17 g, 8.4 mmol). The resulting crude product was purified by recrystallization from ethanol followed by Kugelrohr distillation to provide a yield of 3.6 g. Reactants: ClC1=C(C=CC=C1)C1=C(C(=NO1)C1=C(C=C(C=C1)Cl)Cl)C(=O)C=1C=NC=CC1 (5-(2-chlorophenyl)-3-(2,4-dichlorophenyl)-4-[(3-pyridyl)carbonyl]isoxazole), [BH4-].[Na+] (sodium borohydride). Run in C(C)(=O)OCC (ethyl acetate), C(C)O (ethanol). Reaction conditions: time 2 hour. Yields the product ClC1=C(C=CC=C1)C1=C(C(=NO1)C1=C(C=C(C=C1)Cl)Cl)C(O)C=1C=NC=CC1 (5-(2-chlorophenyl)-3-(2,4-dichlorophenyl)-4-[(3-pyridyl)hydroxymethyl]-isoxazole). Yield: 78.9%. As a reaction SMILES: [Cl:1][C:2]1[CH:7]=[CH:6][CH:5]=[CH:4][C:3]=1[C:8]1[O:12][N:11]=[C:10]([C:13]2[CH:18]=[CH:17][C:16]([Cl:19])=[CH:15][C:14]=2[Cl:20])[C:9]=1[C:21]([C:23]1[CH:24]=[N:25][CH:26]=[CH:27][CH:28]=1)=[O:22].[BH4-].[Na+]>C(O)C.C(OCC)(=O)C>[Cl:1][C:2]1[CH:7]=[CH:6][CH:5]=[CH:4][C:3]=1[C:8]1[O:12][N:11]=[C:10]([C:13]2[CH:18]=[CH:17][C:16]([Cl:19])=[CH:15][C:14]=2[Cl:20])[C:9]=1[CH:21]([C:23]1[CH:24]=[N:25][CH:26]=[CH:27][CH:28]=1)[OH:22] |f:1.2|. Procedure: To a solution of 80 mg (0.19 mmol) of 5-(2-chlorophenyl)-3-(2,4-dichlorophenyl)-4-[(3-pyridyl)carbonyl]isoxazole in 3 mL of ethanol at 0° C. was added 40 mg (1.06 mmol) of sodium borohydride. The mixture was stirred for 2 hrs and then diluted with ethyl acetate. The ethyl acetate solution was washed with saturated sodium chloride solution and dried over magnesium sulfate. The drying agent was filtered off, and the ethyl acetate was removed by rotoevaporation. The crude product was purified by pr...